From a dataset of the Open Reaction Database (ORD), a public repository of structured organic reaction records. describe an organic reaction: reactants, conditions, products, and yield The reactants are [Li]CCCC (n-BuLi), O (water), S1C(=CC=C1)C(C1=CN=CN1C)C=1SC=CC1 (5-dithiophenylmethyl-1-methylimidazole), C1(C=CCO1)=O (γ-crotonolactone). Run in CCCCCC (hexane), C(=O)=O (dry ice), O1CCCC1 (tetrahydrofuran). Reaction conditions: temperature -78 celsius, time 30 minute. Product: CN1C=NC=C1C1(C(=O)OCC1)C(C=1SC=CC1)C=1SC=CC1 (1-methylimidazol-5-yl-(dithiophenyl)methylbutyrolactone). Reaction SMILES: [S:1]1[CH:5]=[CH:4][CH:3]=[C:2]1[CH:6]([C:13]1[S:14][CH:15]=[CH:16][CH:17]=1)[C:7]1[N:11]([CH3:12])[CH:10]=[N:9][CH:8]=1.[Li][CH2:19]CCC.[C:23]1(=[O:28])[O:27][CH2:26][CH:25]=C1.O>O1CCCC1.CCCCCC.C(=O)=O>[CH3:19][N:9]1[C:8]([C:7]2([CH:6]([C:13]3[S:14][CH:15]=[CH:16][CH:17]=3)[C:2]3[S:1][CH:5]=[CH:4][CH:3]=3)[CH2:25][CH2:26][O:27][C:23]2=[O:28])=[CH:12][N:11]=[CH:10]1. Procedure details: 16.4 g (52.5 mmol) of 5-dithiophenylmethyl-1-methylimidazole are dissolved in 240 ml of tetrahydrofuran and cooled to -78° C. 52.5 mmol of n-BuLi in 32 ml of hexane are added dropwise to this. After 30 minutes at -78° C., 4.9 ml (69.8 mmol) of γ-crotonolactone are added and, after a further 1.5 hours, 250 ml of water are added dropwise while cooling in dry ice, and the mixture is allowed to warm to room temperature. It is then washed with ethyl acetate, acidified with glacial acetic acid and aga... Starting materials: [OH-].[NH4+] (ammonium hydroxide), [C-]#N.[K+] (potassium cyanide), C(C)OC1=C(C=C(C=C1)S(=O)(=O)NC1CCC(CC1)=O)C (4-ethoxy-3-methyl-N-(4-oxocyclohexyl)benzenesulfonamide), C(C)OC1=C(C=C(C=C1)S(=O)(=O)NC1CCC(CC1)=O)C (4-ethoxy-3-methyl-N-(4-oxocyclohexyl)benzenesulfonamide), [Cl-].[NH4+] (ammonium chloride), layer. Solvent: O (water), CO (methanol), O (water), ClCCl (dichloromethane), [OH-].[Na+] (sodium hydroxide). Product: NC1(CCC(CC1)NS(=O)(=O)C1=CC(=C(C=C1)OCC)C)C#N (N-(4-amino-4-cyanocyclohexyl)-4-ethoxy-3-methylbenzenesulfonamide). Reaction SMILES: [OH-].[NH4+:2].[Cl-].[NH4+:4].[CH2:5]([O:7][C:8]1[CH:13]=[CH:12][C:11]([S:14]([NH:17][CH:18]2[CH2:23][CH2:22][C:21](=O)[CH2:20][CH2:19]2)(=[O:16])=[O:15])=[CH:10][C:9]=1[CH3:25])[CH3:6].[C-:26]#N.[K+]>CO.ClCCl.[OH-].[Na+].O>[NH2:2][C:21]1([C:26]#[N:4])[CH2:22][CH2:23][CH:18]([NH:17][S:14]([C:11]2[CH:12]=[CH:13][C:8]([O:7][CH2:5][CH3:6])=[C:9]([CH3:25])[CH:10]=2)(=[O:16])=[O:15])[CH2:19][CH2:20]1 |f:0.1,2.3,5.6,9.10|. Reported procedure: A 1:1 mixture of concentrated aqueous ammonium hydroxide (28-30%): water (1606 μl, 6.26 mmol) followed by ammonium chloride (223 mg, 4.17 mmol) was added to 4-ethoxy-3-methyl-N-(4-oxocyclohexyl)benzenesulfonamide (Intermediate 122, 650 mg, 2.087 mmol) in methanol. The reaction was stirred for a few minutes then potassium cyanide (272 mg, 4.17 mmol) was added in one portion. After 18 hours the reaction was diluted with dichloromethane and 5N sodium hydroxide followed by water was added to make th... The product is COc1cc2nccc(Oc3ccc(C)cc3C(=O)C3CCCCC3)c2cc1OC. As a reaction SMILES: [Br:1][c:2]1[c:3]([O:4][c:5]2[cH:6][cH:7][n:8][c:9]3[cH:10][c:11]([O:17][CH3:18])[c:12]([O:15][CH3:16])[cH:13][c:14]23)[cH:19][cH:20][c:21]([CH3:23])[cH:22]1.[CH2:30]([Li:31])[CH2:32][CH2:33][CH3:34].[CH3:24][CH2:25][CH2:26][CH2:27][CH2:28][CH3:29].[CH:35]1([C:41](=[O:42])[Cl:43])[CH2:36][CH2:37][CH2:38][CH2:39][CH2:40]1.[O:45]1[CH2:46][CH2:47][CH2:48][CH2:49]1.[OH2:44]>>[c:2]1([C:41]([CH:35]2[CH2:36][CH2:37][CH2:38][CH2:39][CH2:40]2)=[O:42])[c:3]([O:4][c:5]2[cH:6][cH:7][n:8][c:9]3[cH:10][c:11]([O:17][CH3:18])[c:12]([O:15][CH3:16])[cH:13][c:14]23)[cH:19][cH:20][c:21]([CH3:23])[cH:22]1. The reactants are COc1cc2nccc(Oc3ccc(C)cc3Br)c2cc1OC, [Li]CCCC, CCCCCC, O=C(Cl)C1CCCCC1, C1CCOC1, O.